This data is from the Open Reaction Database (ORD), a public repository of structured organic reaction records. The task is: describe an organic reaction: reactants, conditions, products, and yield Starting materials: O=C([O-])[O-], C1CNCCN1, Fc1ccc(C2=NOC(Cn3ccnn3)C2)cc1F, [K+], [K+]. Yields the product Fc1cc(C2=NOC(Cn3ccnn3)C2)ccc1N1CCNCC1. As a reaction SMILES: [C:20](=[O:21])([O-:22])[O-:23].[CH2:26]1[CH2:27][NH:28][CH2:29][CH2:30][NH:31]1.[F:1][c:2]1[cH:3][c:4]([C:9]2=[N:10][O:11][CH:12]([CH2:14][n:15]3[n:16][n:17][cH:18][cH:19]3)[CH2:13]2)[cH:5][cH:6][c:7]1[F:8].[K+:24].[K+:25]>>[F:1][c:2]1[cH:3][c:4]([C:9]2=[N:10][O:11][CH:12]([CH2:14][n:15]3[n:16][n:17][cH:18][cH:19]3)[CH2:13]2)[cH:5][cH:6][c:7]1[N:28]1[CH2:27][CH2:26][NH:31][CH2:30][CH2:29]1. Starting materials: CCN(CC)C(C)COc1ccc(N)cc1, CO, O=C(O)C#Cc1ccc(C(F)(F)F)cc1Cl, ClCCl. Product: CCN(CC)C(C)COc1ccc(NC(=O)C#Cc2ccc(C(F)(F)F)cc2Cl)cc1. RXN SMILES: [CH2:1]([CH3:2])[N:3]([CH:4]([CH2:5][O:6][c:7]1[cH:8][cH:9][c:10]([NH2:13])[cH:11][cH:12]1)[CH3:14])[CH2:15][CH3:16].[CH3:33][OH:34].[Cl:17][c:18]1[c:19]([C:28]#[C:29][C:30](=[O:31])[OH:32])[cH:20][cH:21][c:22]([C:24]([F:25])([F:26])[F:27])[cH:23]1.[Cl:35][CH2:36][Cl:37]>>[CH2:1]([CH3:2])[N:3]([CH:4]([CH2:5][O:6][c:7]1[cH:8][cH:9][c:10]([NH:13][C:30]([C:29]#[C:28][c:19]2[c:18]([Cl:17])[cH:23][c:22]([C:24]([F:25])([F:26])[F:27])[cH:21][cH:20]2)=[O:31])[cH:11][cH:12]1)[CH3:14])[CH2:15][CH3:16]. The reactants are C(C)OC(=O)[C@H]1[C@@H](CC(C1)OS(=O)(=O)C)C(NC1(CC1)C#N)=O ((1R,2R)-2-(1-cyano-cyclopropylcarbamoyl)-4-methanesulfonyloxy-cyclopentanecarboxylic acid ethyl ester), C1(=CC=CC=C1)S (thiophenol). Product: C(C)OC(=O)[C@H]1[C@@H](C[C@H](C1)SC1=CC=CC=C1)C(NC1(CC1)C#N)=O ((1R,2R,4R)-2-(1-cyano-cyclopropylcarbamoyl)-4-phenylsulfanyl-cyclopentanecarboxylic acid ethyl ester). As a reaction SMILES: [CH2:1]([O:3][C:4]([C@@H:6]1[CH2:10][CH:9](OS(C)(=O)=O)[CH2:8][C@H:7]1[C:16](=[O:23])[NH:17][C:18]1([C:21]#[N:22])[CH2:20][CH2:19]1)=[O:5])[CH3:2].[C:24]1([SH:30])[CH:29]=[CH:28][CH:27]=[CH:26][CH:25]=1>>[CH2:1]([O:3][C:4]([C@@H:6]1[CH2:10][C@H:9]([S:30][C:24]2[CH:29]=[CH:28][CH:27]=[CH:26][CH:25]=2)[CH2:8][C@H:7]1[C:16](=[O:23])[NH:17][C:18]1([C:21]#[N:22])[CH2:19][CH2:20]1)=[O:5])[CH3:2]. Procedure details: The reaction of the mixture of (1R,2R,4R) and (1R,2R,4S)-2-(1-cyano-cyclopropylcarbamoyl)-4-methanesulfonyloxy-cyclopentanecarboxylic acid ethyl ester from step 3 with thiophenol performed in analogy to example 1, step 5, yielded a crude material which was purified on silica using n-heptane/EtOAc (3:2) to give in the first fraction the desired (1R,2R,4R)-2-(1-cyano-cyclopropylcarbamoyl)-4-phenylsulfanyl-cyclopentanecarboxylic acid ethyl ester as a colorless oil. MS: 359.2 (M+H)+. Reactants: C(CCC)N1C(N(C(C=2N(C=NC12)CCC)=O)CCCCC(C)=O)=O (3-butyl-1-(5-oxohexyl)-7-propylxanthine), C(C#C)N1CCCCC1 (N-(2-propynyl)piperidine). Product: C(CCC)N1C(N(C(C=2N(C=NC12)CCC)=O)CCCCC(C#CCN1CCCCC1)(C)O)=O (3-Butyl-1-(5-hydroxy-5-methyl-8-piperidino-6-octynyl)-7-propylxanthine). Isolated yield 58.0%. As a reaction SMILES: [CH2:1]([N:5]1[C:13]2[N:12]=[CH:11][N:10]([CH2:14][CH2:15][CH3:16])[C:9]=2[C:8](=[O:17])[N:7]([CH2:18][CH2:19][CH2:20][CH2:21][C:22](=[O:24])[CH3:23])[C:6]1=[O:25])[CH2:2][CH2:3][CH3:4].[CH2:26]([N:29]1[CH2:34][CH2:33][CH2:32][CH2:31][CH2:30]1)[C:27]#[CH:28]>>[CH2:1]([N:5]1[C:13]2[N:12]=[CH:11][N:10]([CH2:14][CH2:15][CH3:16])[C:9]=2[C:8](=[O:17])[N:7]([CH2:18][CH2:19][CH2:20][CH2:21][C:22]([OH:24])([CH3:23])[C:28]#[C:27][CH2:26][N:29]2[CH2:34][CH2:33][CH2:32][CH2:31][CH2:30]2)[C:6]1=[O:25])[CH2:2][CH2:3][CH3:4]. Reported procedure: The compound was prepared as oily substance in 58% yield using 3-butyl-1-(5-oxohexyl)-7-propylxanthine and N-(2-propynyl)piperidine as in Example 6C1). Procedure details: With exclusion of moisture, 0.1 mol of dicyclohexylcarbodiimide in dichloromethane is added to a mixture of 0.1 mol of 2-heptyl-5-p-hydroxyphenyl-1,3,4-thiadiazole and 0.1 mol of optically active 2-methyl-2-butylcyanoacetic acid in 200 mL of dichloromethane, while cooling with ice. The mixture is stirred for a further 12 hours at room temperature, the dicyclohexyl urea is filtered off and 2-[4-(2-cyano-2-methylhexanoyloxy)-phenyl]-5-n-heptyl-1,3,4-thiadiazole is isolated by working up in the usu... Solvent: ClCCl (dichloromethane), ClCCl (dichloromethane). Reaction conditions: time 12 hour. Reactants: C1(CCCCC1)N=C=NC1CCCCC1 (dicyclohexylcarbodiimide), C(CCCCCC)C=1SC(=NN1)C1=CC=C(C=C1)O (2-heptyl-5-p-hydroxyphenyl-1,3,4-thiadiazole), CC(C(=O)O)(CCCC)C#N (2-methyl-2-butylcyanoacetic acid). Reaction SMILES: C1(N=C=NC2CCCCC2)CCCCC1.[CH2:16]([C:23]1[S:24][C:25]([C:28]2[CH:33]=[CH:32][C:31]([OH:34])=[CH:30][CH:29]=2)=[N:26][N:27]=1)[CH2:17][CH2:18][CH2:19][CH2:20][CH2:21][CH3:22].[CH3:35][C:36]([C:44]#[N:45])([CH2:40][CH2:41][CH2:42][CH3:43])[C:37](O)=[O:38]>ClCCl>[C:44]([C:36]([CH3:35])([CH2:40][CH2:41][CH2:42][CH3:43])[C:37]([O:34][C:31]1[CH:30]=[CH:29][C:28]([C:25]2[S:24][C:23]([CH2:16][CH2:17][CH2:18][CH2:19][CH2:20][CH2:21][CH3:22])=[N:27][N:26]=2)=[CH:33][CH:32]=1)=[O:38])#[N:45]. Product: C(#N)C(C(=O)OC1=CC=C(C=C1)C=1SC(=NN1)CCCCCCC)(CCCC)C (2-[4-(2-cyano-2-methylhexanoyloxy)-phenyl]-5-n-heptyl-1,3,4-thiadiazole).